Dataset: the Open Reaction Database (ORD), a public repository of structured organic reaction records. Task: describe an organic reaction: reactants, conditions, products, and yield The reactants are O=C([O-])[O-], Cc1csc(B(O)O)c1, COCCOC, CC(C)(C)OC(=O)NCCn1nc(Cl)ccc1=O, [Na+], [Na+]. Yields the product Cc1csc(-c2ccc(=O)n(CCNC(=O)OC(C)(C)C)n2)c1. As a reaction SMILES: [C:28](=[O:29])([O-:30])[O-:31].[CH3:19][c:20]1[cH:21][c:22]([B:25]([OH:26])[OH:27])[s:23][cH:24]1.[CH3:34][O:35][CH2:36][CH2:37][O:38][CH3:39].[Cl:1][c:2]1[n:3][n:4]([CH2:9][CH2:10][NH:11][C:12]([O:13][C:14]([CH3:15])([CH3:16])[CH3:17])=[O:18])[c:5](=[O:8])[cH:6][cH:7]1.[Na+:32].[Na+:33]>>[c:2]1(-[c:22]2[cH:21][c:20]([CH3:19])[cH:24][s:23]2)[n:3][n:4]([CH2:9][CH2:10][NH:11][C:12]([O:13][C:14]([CH3:15])([CH3:16])[CH3:17])=[O:18])[c:5](=[O:8])[cH:6][cH:7]1.